Dataset: the Open Reaction Database (ORD), a public repository of structured organic reaction records. Task: describe an organic reaction: reactants, conditions, products, and yield The reagents and catalysts are [Pd] (Pd—C), [Pd] (Pd—C). Yields the product NC1=C2N=CN(C2=NC=N1)[C@@H]1O[C@@H]([C@@H]2[C@H]1OC(O2)(C)C)CN(C2CC(C2)CCC(=O)O)C(C)C (3-[3-({[(3aR,4R,6R,6aR)-6-(6-amino-9H-purin-9-yl)-2,2-dimethyl-tetrahydro-2H-furo[3,4-d][1,3]dioxol-4-yl]methyl}(propan-2-yl)amino)cyclobutyl]propanoic acid). Run at time 18 hour. Run in CCO (EtOH). Procedure: 10% Pd—C (70 mg) was added to a solution of benzyl 3-[3-({[(3aR,4R,6R,6aR)-6-(6-amino-9H-purin-9-yl)-2,2-dimethyl-tetrahydro-2H-furo[3,4-d][1,3]dioxol-4-yl]methyl}(propan-2-yl)amino)cyclobutyl]propanoate (790 mg, 1.40 mmol) in EtOH (20 ml) and stirred under an atmosphere of hydrogen for 18 hours at RT. A further aliquot of 10% Pd—C (70 mg) was added and the reaction was continued stirring under hydrogen for 4 hours. This was filtered and evaporated in vacuo, and then evaporated from DCM (2×20 ml... RXN SMILES: [NH2:1][C:2]1[N:10]=[CH:9][N:8]=[C:7]2[C:3]=1[N:4]=[CH:5][N:6]2[C@H:11]1[C@@H:15]2[O:16][C:17]([CH3:20])([CH3:19])[O:18][C@@H:14]2[C@@H:13]([CH2:21][N:22]([CH:39]([CH3:41])[CH3:40])[CH:23]2[CH2:26][CH:25]([CH2:27][CH2:28][C:29]([O:31]CC3C=CC=CC=3)=[O:30])[CH2:24]2)[O:12]1>CCO.[Pd]>[NH2:1][C:2]1[N:10]=[CH:9][N:8]=[C:7]2[C:3]=1[N:4]=[CH:5][N:6]2[C@H:11]1[C@@H:15]2[O:16][C:17]([CH3:20])([CH3:19])[O:18][C@@H:14]2[C@@H:13]([CH2:21][N:22]([CH:39]([CH3:41])[CH3:40])[CH:23]2[CH2:26][CH:25]([CH2:27][CH2:28][C:29]([OH:31])=[O:30])[CH2:24]2)[O:12]1. Starting materials: NC1=C2N=CN(C2=NC=N1)[C@@H]1O[C@@H]([C@@H]2[C@H]1OC(O2)(C)C)CN(C2CC(C2)CCC(=O)OCC2=CC=CC=C2)C(C)C (benzyl 3-[3-({[(3aR,4R,6R,6aR)-6-(6-amino-9H-purin-9-yl)-2,2-dimethyl-tetrahydro-2H-furo[3,4-d][1,3]dioxol-4-yl]methyl}(propan-2-yl)amino)cyclobutyl]propanoate).